Dataset: the Open Reaction Database (ORD), a public repository of structured organic reaction records. Task: describe an organic reaction: reactants, conditions, products, and yield Starting materials: Cc1ncccc1Oc1cc(Sc2ccccn2)cnc1Nc1nc(C2CC3CCC(C2)N3C(=O)OC(C)(C)C)ns1, ClCCl, O=C(O)C(F)(F)F. Yields the product Cc1ncccc1Oc1cc(Sc2ccccn2)cnc1Nc1nc(C2CC3CCC(C2)N3)ns1. As a reaction SMILES: [CH3:1][c:2]1[n:3][cH:4][cH:5][cH:6][c:7]1[O:8][c:9]1[c:10]([NH:22][c:23]2[n:24][c:25]([CH:28]3[CH2:29][CH:30]4[CH2:31][CH2:32][CH:33]([CH2:34]3)[N:35]4[C:36]([O:37][C:38]([CH3:39])([CH3:40])[CH3:41])=[O:42])[n:26][s:27]2)[n:11][cH:12][c:13]([S:15][c:16]2[n:17][cH:18][cH:19][cH:20][cH:21]2)[cH:14]1.[Cl:50][CH2:51][Cl:52].[F:43][C:44]([F:45])([F:46])[C:47]([OH:48])=[O:49]>>[CH3:1][c:2]1[n:3][cH:4][cH:5][cH:6][c:7]1[O:8][c:9]1[c:10]([NH:22][c:23]2[n:24][c:25]([CH:28]3[CH2:29][CH:30]4[CH2:31][CH2:32][CH:33]([CH2:34]3)[NH:35]4)[n:26][s:27]2)[n:11][cH:12][c:13]([S:15][c:16]2[n:17][cH:18][cH:19][cH:20][cH:21]2)[cH:14]1. Reactants: CC(C)=O, CC1(C)OC(=O)C=C(CCl)O1, [I-], [Na+]. The product is CC1(C)OC(=O)C=C(CI)O1. Reaction SMILES: [CH3:14][C:15](=[O:16])[CH3:17].[CH3:3][C:4]1([CH3:13])[O:5][C:6]([CH2:11][Cl:12])=[CH:7][C:8](=[O:10])[O:9]1.[I-:2].[Na+:1]>>[I:2][CH2:11][C:6]1=[CH:7][C:8](=[O:10])[O:9][C:4]([CH3:3])([CH3:13])[O:5]1. The reactants are FS(=O)(=O)OC (methyl fluorosulfonate), CN(C(=O)[C@H]1N(C[C@H](C1)SCC1=CC=C(C=C1)OC)C)C ((2S, 4S)-2-(N,N-dimethylcarbamoyl)-4-(4-methoxybenzylthio)-1-methylpyrrolidine). Solvent: C(Cl)Cl (methylene chloride). Reaction conditions: time 2 hour. Yields the product FS(=O)(=O)[O-].CN(C(=O)[C@H]1[N+](C[C@H](C1)SCC1=CC=C(C=C1)OC)(C)C)C ((2S, 4S)-2-(N,N-Dimethylcarbamoyl)-4-(4-methoxybenzylthio)-1,1-dimethylpyrrolidinium fluorosulfonate). RXN SMILES: [F:1][S:2]([O:5][CH3:6])(=[O:4])=[O:3].[CH3:7][N:8]([CH3:27])[C:9]([C@@H:11]1[CH2:15][C@H:14]([S:16][CH2:17][C:18]2[CH:23]=[CH:22][C:21]([O:24][CH3:25])=[CH:20][CH:19]=2)[CH2:13][N:12]1[CH3:26])=[O:10]>C(Cl)Cl>[F:1][S:2]([O-:5])(=[O:4])=[O:3].[CH3:7][N:8]([CH3:27])[C:9]([C@@H:11]1[CH2:15][C@H:14]([S:16][CH2:17][C:18]2[CH:19]=[CH:20][C:21]([O:24][CH3:25])=[CH:22][CH:23]=2)[CH2:13][N+:12]1([CH3:6])[CH3:26])=[O:10] |f:3.4|. Procedure details: 139 μl of methyl fluorosulfonate were added, whilst ice-cooling, to a solution of 190 mg of (2S, 4S)-2-(N,N-dimethylcarbamoyl)-4-(4-methoxybenzylthio)-1-methylpyrrolidine [prepared as described in step (5) or (11) above] dissolved in 3.8 ml of methylene chloride, and the mixture was stirred at room temperature for 2 hours. At the end of this time, the solvent was distilled off under reduced pressure. The residue was repeatedly washed by decantation with hexane and dried under reduced pressure, t... The reactants are O=C=Nc1c(Br)cc(Br)cc1Br, Cl, CN1CCCC1=N, c1ccccc1. Yields the product CN1CCCC1=NC(=O)Nc1c(Br)cc(Br)cc1Br. RXN SMILES: [Br:9][c:10]1[c:11]([N:18]=[C:19]=[O:20])[c:12]([Br:17])[cH:13][c:14]([Br:16])[cH:15]1.[ClH:1].[NH:2]=[C:3]1[N:4]([CH3:8])[CH2:5][CH2:6][CH2:7]1.[cH:21]1[cH:22][cH:23][cH:24][cH:25][cH:26]1>>[N:2](=[C:3]1[N:4]([CH3:8])[CH2:5][CH2:6][CH2:7]1)[C:19]([NH:18][c:11]1[c:10]([Br:9])[cH:15][c:14]([Br:16])[cH:13][c:12]1[Br:17])=[O:20]. The reactants are CC(C)CCC[C@@H](C)[C@H]1CC[C@H]2[C@@H]3CC=C4C[C@@H](O)CC[C@]4(C)[C@H]3CC[C@]12C (cholesterol), C(CCCCCCC\C=C/CCCCCCCC)(=O)O (oleic acid), C(C)(C)CC(C)(C)C (isooctane). Solvent: CCOCC (ether). Run at time 18 hour. Product: CCCCCCCC/C=C\CCCCCCCC(=O)O[C@H]1CC[C@@]2([C@H]3CC[C@]4([C@H]([C@@H]3CC=C2C1)CC[C@@H]4[C@H](C)CCCC(C)C)C)C (cholesteryl oleate). Reaction SMILES: [CH3:1][CH:2]([CH2:4][CH2:5][CH2:6][C@H:7]([C@@H:9]1[C@:27]2([CH3:28])[C@H:12]([C@H:13]3[C@H:24]([CH2:25][CH2:26]2)[C@:22]2([CH3:23])[C:16]([CH2:17][C@H:18]([CH2:20][CH2:21]2)[OH:19])=[CH:15][CH2:14]3)[CH2:11][CH2:10]1)[CH3:8])[CH3:3].[C:29](O)(=[O:47])[CH2:30][CH2:31][CH2:32][CH2:33][CH2:34][CH2:35][CH2:36]/[CH:37]=[CH:38]\[CH2:39][CH2:40][CH2:41][CH2:42][CH2:43][CH2:44][CH2:45][CH3:46].C(CC(C)(C)C)(C)C>CCOCC>[CH3:46][CH2:45][CH2:44][CH2:43][CH2:42][CH2:41][CH2:40][CH2:39]/[CH:38]=[CH:37]\[CH2:36][CH2:35][CH2:34][CH2:33][CH2:32][CH2:31][CH2:30][C:29]([O:19][C@@H:18]1[CH2:17][C:16]2[C@@:22]([CH3:23])([C@@H:24]3[C@@H:13]([CH2:14][CH:15]=2)[C@@H:12]2[CH2:11][CH2:10][C@H:9]([C@@H:7]([CH2:6][CH2:5][CH2:4][CH:2]([CH3:1])[CH3:3])[CH3:8])[C@@:27]2([CH3:28])[CH2:26][CH2:25]3)[CH2:21][CH2:20]1)=[O:47]. Procedure: A mixture of 10 g of cholesterol, 22 g of oleic acid, 50 ml of isooctane and 200 ml (50,000 U) of an aqueous solution of lipase MY was stirred at 200 rpm for 18 hours. Thereafter, ether was added and the mixture was washed with aqueous sodium bicarbonate to remove the aqueous layer. After several repetitions of this procedure, the ether layer was dried on anhydrous sodium sulfate. The ether was then distilled off to give cholesteryl oleate, which was a white semi-transparent crude product, in 96... Reactants: NC1(CCOCC1)CN1C(S\C(\C1=O)=C/C=1C=C2C=NN(C2=CC1)CC1=C(C=C(C=C1)Cl)C(F)(F)F)=O ((5Z)-3-[(4-Aminotetrahydro-2H-pyran-4-yl)methyl]-5-({1-[4-chloro-2-(trifluoromethyl)benzyl]-1H-indazol-5-yl}methylidene)-1,3-thiazolidine-2,4-dione), ClC(=O)OC (methyl chloroformate). The product is ClC1=CC(=C(CN2N=CC3=CC(=CC=C23)\C=C/2\C(N(C(S2)=O)CC2(CCOCC2)NC(OC)=O)=O)C=C1)C(F)(F)F (Methyl (4-{[(5Z)-5-({1-[4-chloro-2-(trifluoromethyl)benzyl]-1H-indazol-5-yl}methylidene)-2,4-dioxo-1,3-thiazolidin-3-yl]methyl}tetrahydro-2H-pyran-4-yl)carbamate). As a reaction SMILES: [NH2:1][C:2]1([CH2:8][N:9]2[C:13](=[O:14])/[C:12](=[CH:15]/[C:16]3[CH:17]=[C:18]4[C:22](=[CH:23][CH:24]=3)[N:21]([CH2:25][C:26]3[CH:31]=[CH:30][C:29]([Cl:32])=[CH:28][C:27]=3[C:33]([F:36])([F:35])[F:34])[N:20]=[CH:19]4)/[S:11][C:10]2=[O:37])[CH2:7][CH2:6][O:5][CH2:4][CH2:3]1.Cl[C:39]([O:41][CH3:42])=[O:40]>>[Cl:32][C:29]1[CH:30]=[CH:31][C:26]([CH2:25][N:21]2[C:22]3[C:18](=[CH:17][C:16](/[CH:15]=[C:12]4/[C:13](=[O:14])[N:9]([CH2:8][C:2]5([NH:1][C:39](=[O:40])[O:41][CH3:42])[CH2:7][CH2:6][O:5][CH2:4][CH2:3]5)[C:10](=[O:37])[S:11]/4)=[CH:24][CH:23]=3)[CH:19]=[N:20]2)=[C:27]([C:33]([F:36])([F:35])[F:34])[CH:28]=1. Reported procedure: Methyl (4-{[(5Z)-5-({1-[4-chloro-2-(trifluoromethyl)benzyl]-1H-indazol-5-yl}methylidene)-2,4-dioxo-1,3-thiazolidin-3-yl]methyl}tetrahydro-2H-pyran-4-yl)carbamate was prepared from (5Z)-3-[(4-aminotetrahydro-2H-pyran-4-yl)methyl]-5-({1-[4-chloro-2-(trifluoromethyl)benzyl]-1H-indazol-5-yl}methylidene)-1,3-thiazolidine-2,4-dione (Example 308) and methyl chloroformate following General Procedure R3.